From a dataset of the Open Reaction Database (ORD), a public repository of structured organic reaction records. describe an organic reaction: reactants, conditions, products, and yield Reactants: Fc1cc(Br)ccc1I, CS(C)=O, [Cu]I, [K+], [K+], O=C([O-])[O-], CC(C)(C)OC(=O)N1CCC(Oc2cccc3[nH]ccc23)CC1. Yields the product CC(C)(C)OC(=O)N1CCC(Oc2cccc3c2ccn3-c2ccc(Br)cc2F)CC1. Reaction SMILES: [Br:30][c:31]1[cH:32][c:33]([F:38])[c:34]([I:37])[cH:35][cH:36]1.[CH3:41][S:42]([CH3:43])=[O:44].[Cu:39][I:40].[K+:24].[K+:25].[O-:26][C:27]([O-:28])=[O:29].[nH:1]1[cH:2][cH:3][c:4]2[c:5]([O:10][CH:11]3[CH2:12][CH2:13][N:14]([C:17](=[O:18])[O:19][C:20]([CH3:21])([CH3:22])[CH3:23])[CH2:15][CH2:16]3)[cH:6][cH:7][cH:8][c:9]12>>[n:1]1(-[c:34]2[c:33]([F:38])[cH:32][c:31]([Br:30])[cH:36][cH:35]2)[cH:2][cH:3][c:4]2[c:5]([O:10][CH:11]3[CH2:12][CH2:13][N:14]([C:17](=[O:18])[O:19][C:20]([CH3:21])([CH3:22])[CH3:23])[CH2:15][CH2:16]3)[cH:6][cH:7][cH:8][c:9]12. Reactants: CC(C)=O, ClCCl, NC1CCN(C(=O)Cn2nc(-c3ccncc3)cc2Cc2ccc(F)cc2)CC1, [Na+], [OH-]. Product: CC(C)NC1CCN(C(=O)Cn2nc(-c3ccncc3)cc2Cc2ccc(F)cc2)CC1. As a reaction SMILES: [CH3:30][C:31]([CH3:32])=[O:33].[Cl:34][CH2:35][Cl:36].[F:1][c:2]1[cH:3][cH:4][c:5]([CH2:6][c:7]2[cH:8][c:9](-[c:22]3[cH:23][cH:24][n:25][cH:26][cH:27]3)[n:10][n:11]2[CH2:12][C:13](=[O:14])[N:15]2[CH2:16][CH2:17][CH:18]([NH2:21])[CH2:19][CH2:20]2)[cH:28][cH:29]1.[Na+:38].[OH-:37]>>[F:1][c:2]1[cH:3][cH:4][c:5]([CH2:6][c:7]2[cH:8][c:9](-[c:22]3[cH:23][cH:24][n:25][cH:26][cH:27]3)[n:10][n:11]2[CH2:12][C:13](=[O:14])[N:15]2[CH2:16][CH2:17][CH:18]([NH:21][CH:31]([CH3:30])[CH3:32])[CH2:19][CH2:20]2)[cH:28][cH:29]1. Reactants: C1(=C(C=CC=C1)NC(NC1=CC=C(C=C1)CC(=O)O)=O)C ([4-(3-o-tolyl-ureido)-phenyl]-acetic acid), CCN(C(C)C)C(C)C (DIEA), C=1C=CC2=C(C1)N=NN2O (HOBT), CCN=C=NCCCN(C)C (EDCI), Br.COC(CCC1=CC(=NO1)C(CC(C)C)N)=O (3-[3-(1-amino-3-methyl-butyl)-isoxazol-5-yl]-propionic acid methyl ester hydrobromide). Solvent: C(Cl)Cl (CH2Cl2), O (water), C(Cl)Cl (CH2Cl2), C(Cl)Cl (CH2Cl2). Reaction conditions: time 16 hour. Product: COC(CCC1=CC(=NO1)C(CC(C)C)NC(CC1=CC=C(C=C1)NC(=O)NC1=C(C=CC=C1)C)=O)=O (3-[3-(3-Methyl-1-{2-[4-(3-o-tolyl-ureido)-phenyl]-acetylamino}-butyl)-isoxazol-5-yl]-propionic acid methyl ester). Yield: 51.1%. RXN SMILES: [C:1]1([CH3:21])[CH:6]=[CH:5][CH:4]=[CH:3][C:2]=1[NH:7][C:8](=[O:20])[NH:9][C:10]1[CH:15]=[CH:14][C:13]([CH2:16][C:17]([OH:19])=O)=[CH:12][CH:11]=1.CCN(C(C)C)C(C)C.C1C=CC2N(O)N=NC=2C=1.CCN=C=NCCCN(C)C.Br.[CH3:53][O:54][C:55](=[O:69])[CH2:56][CH2:57][C:58]1[O:62][N:61]=[C:60]([CH:63]([NH2:68])[CH2:64][CH:65]([CH3:67])[CH3:66])[CH:59]=1>C(Cl)Cl.O>[CH3:53][O:54][C:55](=[O:69])[CH2:56][CH2:57][C:58]1[O:62][N:61]=[C:60]([CH:63]([NH:68][C:17](=[O:19])[CH2:16][C:13]2[CH:12]=[CH:11][C:10]([NH:9][C:8]([NH:7][C:2]3[CH:3]=[CH:4][CH:5]=[CH:6][C:1]=3[CH3:21])=[O:20])=[CH:15][CH:14]=2)[CH2:64][CH:65]([CH3:67])[CH3:66])[CH:59]=1 |f:4.5|. Reported procedure: To a stirred solution of [4-(3-o-tolyl-ureido)-phenyl]-acetic acid (305 mg, 1.07 mmol), DIEA (1.3 ml), HOBT (120 mg, 0.89 mmol) and EDCI (170 mg, 0.89 mmol) in CH2Cl2 (8 ml) at room temperature was added a solution of 3-[3-(1-amino-3-methyl-butyl)-isoxazol-5-yl]-propionic acid methyl ester hydrobromide (272 mg, 0.85 mmol) in CH2Cl2 (12 ml). After stirring for 16 h at room temperature the mixture was diluted with CH2Cl2 (20 ml) and poured into water. The layers were separated and the aqueous laye... Starting materials: Cl.C1(CC1)C=1N(C=2C(=NC=C(C2)C=2C=CC3=C(CNCCO3)C2)N1)C(=O)OC(CC)C (1-methylpropyl 2-cyclopropyl-6-(2,3,4,5-tetrahydro-1,4-benzoxazepin-7-yl)-1H-imidazo[4,5-b]pyridine-1-carboxylate hydrochloride), ClC1=NC(=NC=2CCC(CC12)(C)C)C (4-chloro-2,6,6-trimethyl-5,6,7,8-tetrahydroquinazoline). The product is C1(CC1)C=1NC=2C(=NC=C(C2)C=2C=CC3=C(CN(CCO3)C3=NC(=NC=4CCC(CC34)(C)C)C)C2)N1 (7-(2-cyclopropyl-1H-imidazo[4,5-b]pyridin-6-yl)-4-(2,6,6-trimethyl-5,6,7,8-tetrahydroquinazolin-4-yl)-2,3,4,5-tetrahydro-1,4-benzoxazepine). RXN SMILES: Cl.[CH:2]1([C:5]2[N:6](C(OC(C)CC)=O)[C:7]3[C:8]([N:24]=2)=[N:9][CH:10]=[C:11]([C:13]2[CH:14]=[CH:15][C:16]4[O:22][CH2:21][CH2:20][NH:19][CH2:18][C:17]=4[CH:23]=2)[CH:12]=3)[CH2:4][CH2:3]1.Cl[C:33]1[C:42]2[CH2:41][C:40]([CH3:44])([CH3:43])[CH2:39][CH2:38][C:37]=2[N:36]=[C:35]([CH3:45])[N:34]=1>>[CH:2]1([C:5]2[NH:6][C:7]3[C:8]([N:24]=2)=[N:9][CH:10]=[C:11]([C:13]2[CH:14]=[CH:15][C:16]4[O:22][CH2:21][CH2:20][N:19]([C:33]5[C:42]6[CH2:41][C:40]([CH3:43])([CH3:44])[CH2:39][CH2:38][C:37]=6[N:36]=[C:35]([CH3:45])[N:34]=5)[CH2:18][C:17]=4[CH:23]=2)[CH:12]=3)[CH2:3][CH2:4]1 |f:0.1|. Procedure details: Prepared according to the method of example 6 by using 1-methylpropyl 2-cyclopropyl-6-(2,3,4,5-tetrahydro-1,4-benzoxazepin-7-yl)-1H-imidazo[4,5-b]pyridine-1-carboxylate hydrochloride (reagent preparation 19) and 4-chloro-2,6,6-trimethyl-5,6,7,8-tetrahydroquinazoline (reagent preparation 8) in step 3. 1H NMR (400 MHz, methanol-d4) δ 8.50 (s, 1H), 7.98 (s, 1H), 7.61 (d, 1H), 7.49 (dd, 1H), 7.09 (d, 1H), 4.71 (s, 2H), 4.32 (m, 2H), 3.97 (m, 2H), 2.75 (t, 2H), 2.46 (s, 2H), 2.40 (s, 3H), 2.21 (m, 1H... The reactants are [BH4-], CO, CC1(c2ccnc(C=O)c2)OCCO1, N#N, [Na+], O. Product: CC1(c2ccnc(CO)c2)OCCO1. RXN SMILES: [BH4-:17].[CH3:20][OH:21].[CH3:3][C:4]1([c:9]2[cH:10][c:11]([CH:15]=[O:16])[n:12][cH:13][cH:14]2)[O:5][CH2:6][CH2:7][O:8]1.[N:1]#[N:2].[Na+:18].[OH2:19]>>[CH3:3][C:4]1([c:9]2[cH:10][c:11]([CH2:15][OH:16])[n:12][cH:13][cH:14]2)[O:5][CH2:6][CH2:7][O:8]1.